This data is from the Open Reaction Database (ORD), a public repository of structured organic reaction records. The task is: describe an organic reaction: reactants, conditions, products, and yield The reactants are CCOC(=O)CC1c2cc(C(F)(F)F)ccc2C(=O)N1CC1CC1, CCO, [Na+], [OH-]. Yields the product O=C(O)CC1c2cc(C(F)(F)F)ccc2C(=O)N1CC1CC1. Reaction SMILES: [CH2:1]([CH3:2])[O:3][C:4]([CH2:5][CH:6]1[N:7]([CH2:20][CH:21]2[CH2:22][CH2:23]2)[C:8](=[O:19])[c:9]2[cH:10][cH:11][c:12]([C:15]([F:16])([F:17])[F:18])[cH:13][c:14]21)=[O:24].[CH3:27][CH2:28][OH:29].[Na+:26].[OH-:25]>>[O:3]=[C:4]([CH2:5][CH:6]1[N:7]([CH2:20][CH:21]2[CH2:22][CH2:23]2)[C:8](=[O:19])[c:9]2[cH:10][cH:11][c:12]([C:15]([F:16])([F:17])[F:18])[cH:13][c:14]21)[OH:24]. The reactants are FC1=C(C=C(C=O)C=C1)[N+](=O)[O-] (4-Fluoro-3-nitrobenzaldehyde), COC=1C=C(CC#N)C=CC1OC (3,4-dimethoxybenzyl cyanide). Yields the product COC=1C=C(C=CC1OC)/C(/C#N)=C/C1=CC(=C(C=C1)F)[N+](=O)[O-] ((Z)-2-(3,4-dimethoxy-phenyl)-3-(4-fluoro-3-nitro-phenyl)-acrylonitrile). The yield is 49.3%. Reaction SMILES: [F:1][C:2]1[CH:9]=[CH:8][C:5]([CH:6]=O)=[CH:4][C:3]=1[N+:10]([O-:12])=[O:11].[CH3:13][O:14][C:15]1[CH:16]=[C:17]([CH:21]=[CH:22][C:23]=1[O:24][CH3:25])[CH2:18][C:19]#[N:20]>>[CH3:13][O:14][C:15]1[CH:16]=[C:17](/[C:18](=[CH:6]/[C:5]2[CH:8]=[CH:9][C:2]([F:1])=[C:3]([N+:10]([O-:12])=[O:11])[CH:4]=2)/[C:19]#[N:20])[CH:21]=[CH:22][C:23]=1[O:24][CH3:25]. Procedure: 4-Fluoro-3-nitrobenzaldehyde (507 mg) and 3,4-dimethoxybenzyl cyanide (532 mg) were subjected to condensation in accordance with process B of (production process 2), to thereby produce the target product (485 mg, yield: 30%). Reactants: O=C([O-])[O-], Cc1cc(-c2ccccc2)[nH]n1, CN(C)C=O, OCc1ccc(CCl)cc1, [K+], [K+], O=C(O)CC(O)(CC(=O)O)C(=O)O. Reaction SMILES: [C:23](=[O:24])([O-:25])[O-:26].[CH3:1][c:2]1[n:3][nH:4][c:5](-[c:7]2[cH:8][cH:9][cH:10][cH:11][cH:12]2)[cH:6]1.[CH3:42][N:43]([CH3:44])[CH:45]=[O:46].[Cl:13][CH2:14][c:15]1[cH:16][cH:17][c:18]([CH2:21][OH:22])[cH:19][cH:20]1.[K+:27].[K+:28].[OH:29][C:30]([CH2:31][C:32]([C:33](=[O:34])[OH:35])([CH2:36][C:37](=[O:38])[OH:39])[OH:40])=[O:41]>>[CH3:1][c:2]1[n:3][n:4]([CH2:14][c:15]2[cH:16][cH:17][c:18]([CH2:21][OH:22])[cH:19][cH:20]2)[c:5](-[c:7]2[cH:8][cH:9][cH:10][cH:11][cH:12]2)[cH:6]1. Product: Cc1cc(-c2ccccc2)n(Cc2ccc(CO)cc2)n1. The reactants are FC([C@H](C)OC(OC1=CC=C(C=C1)[N+](=O)[O-])=O)(F)F (Carbonic acid 4-nitro-phenyl ester (S)-2,2,2-trifluoro-1-methyl-ethyl ester), CS(=O)(=O)C1=CC=C(C=C1)C=1C=C2C(=CN1)O[C@H](C2)C2CCNCC2 ((R)-5-(4-methanesulfonyl-phenyl)-2-piperidin-4-yl-2,3-dihydro-furo[2,3-c]pyridine), C(C)(C)N(C(C)C)CC (N,N-diisopropyl-ethylamine). Solvent: O1CCCC1 (tetrahydrofuran). Run at time 8 hour. The product is FC([C@H](C)OC(=O)N1CCC(CC1)[C@H]1CC=2C(=CN=C(C2)C2=CC=C(C=C2)S(=O)(=O)C)O1)(F)F ((S)-4-[(R)-5-(4-Methanesulfonyl-phenyl)-2,3-dihydro-furo[2,3-c]pyridin-2-yl]-piperidine-1-carboxylic acid 2,2,2-trifluoro-1-methyl-ethyl ester). Reaction SMILES: [F:1][C:2]([F:19])([F:18])[C@@H:3]([O:5][C:6](=O)[O:7]C1C=CC([N+]([O-])=O)=CC=1)[CH3:4].[CH3:20][S:21]([C:24]1[CH:29]=[CH:28][C:27]([C:30]2[CH:31]=[C:32]3[CH2:38][C@H:37]([CH:39]4[CH2:44][CH2:43][NH:42][CH2:41][CH2:40]4)[O:36][C:33]3=[CH:34][N:35]=2)=[CH:26][CH:25]=1)(=[O:23])=[O:22].C(N(CC)C(C)C)(C)C>O1CCCC1>[F:1][C:2]([F:19])([F:18])[C@@H:3]([O:5][C:6]([N:42]1[CH2:43][CH2:44][CH:39]([C@@H:37]2[O:36][C:33]3=[CH:34][N:35]=[C:30]([C:27]4[CH:28]=[CH:29][C:24]([S:21]([CH3:20])(=[O:22])=[O:23])=[CH:25][CH:26]=4)[CH:31]=[C:32]3[CH2:38]2)[CH2:40][CH2:41]1)=[O:7])[CH3:4]. Reported procedure: Carbonic acid 4-nitro-phenyl ester (S)-2,2,2-trifluoro-1-methyl-ethyl ester (85 mg) is added to a solution of (R)-5-(4-methanesulfonyl-phenyl)-2-piperidin-4-yl-2,3-dihydro-furo[2,3-c]pyridine (100 mg) and N,N-diisopropyl-ethylamine (60 μL) in tetrahydrofuran (2 mL) at room temperature. The solution is stirred at room temperature overnight and then washed with 1 N aqueous NaOH solution (3×), water, and brine. The organic phase is dried (MgSO4) and concentrated. The residue is chromatographed on s...